From a dataset of the Open Reaction Database (ORD), a public repository of structured organic reaction records. describe an organic reaction: reactants, conditions, products, and yield The reactants are CC(C)CCON=O, COC(=O)c1cc(OC)c2nc(N)sc2c1, CN(C)C=O, O. The product is COC(=O)c1cc(OC)c2ncsc2c1. As a reaction SMILES: [CH3:17][CH:18]([CH2:19][CH2:20][O:21][N:22]=[O:23])[CH3:24].[NH2:1][c:2]1[s:3][c:4]2[c:5]([n:6]1)[c:7]([O:15][CH3:16])[cH:8][c:9]([C:11](=[O:12])[O:13][CH3:14])[cH:10]2.[O:26]=[CH:27][N:28]([CH3:29])[CH3:30].[OH2:25]>>[cH:2]1[s:3][c:4]2[c:5]([n:6]1)[c:7]([O:15][CH3:16])[cH:8][c:9]([C:11](=[O:12])[O:13][CH3:14])[cH:10]2. Reactants: Cc1cc(O)nc(C=Cc2ccc(Cl)c(Cl)c2)n1, O=P(Cl)(Cl)Cl. The product is Cc1cc(Cl)nc(C=Cc2ccc(Cl)c(Cl)c2)n1. RXN SMILES: [Cl:1][c:2]1[cH:3][c:4]([CH:9]=[CH:10][c:11]2[n:12][c:13]([CH3:18])[cH:14][c:15]([OH:17])[n:16]2)[cH:5][cH:6][c:7]1[Cl:8].[P:19]([Cl:20])([Cl:21])([Cl:22])=[O:23]>>[Cl:1][c:2]1[cH:3][c:4]([CH:9]=[CH:10][c:11]2[n:12][c:13]([CH3:18])[cH:14][c:15]([Cl:21])[n:16]2)[cH:5][cH:6][c:7]1[Cl:8]. The reactants are CCOc1ccc(OCC)c(COc2cc(-n3cnc4cnc(CO[Si](C)(C)C(C)(C)C)cc43)sc2C(N)=O)c1, CCCC[N+](CCCC)(CCCC)CCCC, C1CCOC1, [F-]. The product is CCOc1ccc(OCC)c(COc2cc(-n3cnc4cnc(CO)cc43)sc2C(N)=O)c1. RXN SMILES: [C:1]([Si:2]([CH3:3])([CH3:4])[O:6][CH2:7][c:8]1[cH:9][c:10]2[c:11]([cH:12][n:13]1)[n:14][cH:15][n:16]2-[c:17]1[cH:18][c:19]([O:25][CH2:26][c:27]2[c:28]([O:36][CH2:37][CH3:38])[cH:29][cH:30][c:31]([O:33][CH2:34][CH3:35])[cH:32]2)[c:20]([C:22](=[O:23])[NH2:24])[s:21]1)([CH3:5])([CH3:39])[CH3:40].[CH2:42]([N+:43]([CH2:44][CH2:45][CH2:46][CH3:47])([CH2:48][CH2:49][CH2:50][CH3:51])[CH2:52][CH2:53][CH2:54][CH3:55])[CH2:56][CH2:57][CH3:58].[CH2:59]1[O:60][CH2:61][CH2:62][CH2:63]1.[F-:41]>>[OH:6][CH2:7][c:8]1[cH:9][c:10]2[c:11]([cH:12][n:13]1)[n:14][cH:15][n:16]2-[c:17]1[cH:18][c:19]([O:25][CH2:26][c:27]2[c:28]([O:36][CH2:37][CH3:38])[cH:29][cH:30][c:31]([O:33][CH2:34][CH3:35])[cH:32]2)[c:20]([C:22](=[O:23])[NH2:24])[s:21]1. Reactants: ClC=1C=C2C=3C(=CN=CC3NC2=C(C1)NC(C1=CN=CC=C1)=O)NC(C(F)(F)F)=O (N-[6-chloro-4-(2,2,2-trifluoro-acetylamino)-9H-β-carbolin-8-yl]-nicotinamide), aqueous solution, C(=O)([O-])[O-].[K+].[K+] (K2CO3). Solvent: CO (MeOH). Run at temperature 60 celsius. The product is NC1=CN=CC=2NC3=C(C=C(C=C3C12)Cl)NC(C1=CN=CC=C1)=O (N-(4-amino-6-chloro-9H-β-carbolin-8-yl)-nicotinamide). Isolated yield 9.4%. RXN SMILES: [Cl:1][C:2]1[CH:3]=[C:4]2[C:12](=[C:13]([NH:15][C:16](=[O:23])[C:17]3[CH:22]=[CH:21][CH:20]=[N:19][CH:18]=3)[CH:14]=1)[NH:11][C:10]1[CH:9]=[N:8][CH:7]=[C:6]([NH:24]C(=O)C(F)(F)F)[C:5]2=1.C([O-])([O-])=O.[K+].[K+]>CO>[NH2:24][C:6]1[C:5]2[C:4]3[C:12](=[C:13]([NH:15][C:16](=[O:23])[C:17]4[CH:22]=[CH:21][CH:20]=[N:19][CH:18]=4)[CH:14]=[C:2]([Cl:1])[CH:3]=3)[NH:11][C:10]=2[CH:9]=[N:8][CH:7]=1 |f:1.2.3|. Reported procedure: N-[6-chloro-4-(2,2,2-trifluoro-acetylamino)-9H-β-carbolin-8-yl]-nicotinamide (38 mg, 0.088 mmol, 1 equiv.) was suspended in 5 ml of MeOH and a 2 ml aqueous solution of K2CO3 (121 mg, 0.92 mmol, 10 equiv.) was added thereto. The resulting clear solution was heated at 60° C. for 11 hr. After cooling to RT, fine solids precipitated that were captured by filtration and washed with 10 ml of water to give 2.78 mg (10%) of N-(4-amino-6-chloro-9H-β-carbolin-8-yl)-nicotinamide. The reactants are CC(=O)O, O=C(Cc1ccc(F)cc1)NC(=S)Nc1ccc(Oc2ccnc3cc(-c4ccc(C5OCCCO5)cn4)sc23)c(F)c1. Reaction SMILES: [CH3:44][C:45](=[O:46])[OH:47].[O:1]1[CH:2]([c:7]2[cH:8][cH:9][c:10](-[c:13]3[cH:14][c:15]4[n:16][cH:17][cH:18][c:19]([O:22][c:23]5[c:24]([F:43])[cH:25][c:26]([NH:29][C:30](=[S:31])[NH:32][C:33]([CH2:34][c:35]6[cH:36][cH:37][c:38]([F:41])[cH:39][cH:40]6)=[O:42])[cH:27][cH:28]5)[c:20]4[s:21]3)[n:11][cH:12]2)[O:6][CH2:5][CH2:4][CH2:3]1>>[O:1]=[CH:2][c:7]1[cH:8][cH:9][c:10](-[c:13]2[cH:14][c:15]3[n:16][cH:17][cH:18][c:19]([O:22][c:23]4[c:24]([F:43])[cH:25][c:26]([NH:29][C:30](=[S:31])[NH:32][C:33]([CH2:34][c:35]5[cH:36][cH:37][c:38]([F:41])[cH:39][cH:40]5)=[O:42])[cH:27][cH:28]4)[c:20]3[s:21]2)[n:11][cH:12]1. The product is O=Cc1ccc(-c2cc3nccc(Oc4ccc(NC(=S)NC(=O)Cc5ccc(F)cc5)cc4F)c3s2)nc1. The reactants are CON(C(=O)[C@@H]1[C@@H](CN(CC1)CC1=CC=CC=C1)C1=CC=C(C=C1)Cl)C ((3R,4S)-1-Benzyl-3-(4-chloro-phenyl)-piperidine-4-carboxylic acid methoxy-methyl-amide), C[Mg]Br (methylmagnesium bromide), C[O-].[Na+] (NaOMe). The solvent is CO (methanol). The product is C(C1=CC=CC=C1)N1C[C@H]([C@@H](CC1)C(C)=O)C1=CC=C(C=C1)Cl (1-[(3R,4R)-1-Benzyl-3-(4-chloro-phenyl)-piperidin-4-yl]-ethanone). Reaction SMILES: CON(C)[C:4]([C@H:6]1[CH2:11][CH2:10][N:9]([CH2:12][C:13]2[CH:18]=[CH:17][CH:16]=[CH:15][CH:14]=2)[CH2:8][C@H:7]1[C:19]1[CH:24]=[CH:23][C:22]([Cl:25])=[CH:21][CH:20]=1)=[O:5].[CH3:27][Mg]Br.C[O-].[Na+]>CO>[CH2:12]([N:9]1[CH2:10][CH2:11][C@@H:6]([C:4](=[O:5])[CH3:27])[C@H:7]([C:19]2[CH:24]=[CH:23][C:22]([Cl:25])=[CH:21][CH:20]=2)[CH2:8]1)[C:13]1[CH:18]=[CH:17][CH:16]=[CH:15][CH:14]=1 |f:2.3|. Procedure details: In analogy to the procedure described for the synthesis of 1-[(3SR,4SR)-1-benzyl-3-(4-chloro-phenyl)-piperidin-4-yl]-ethanone (example 5 (c)) the title compound was prepared from (3R,4S)-1-Benzyl-3-(4-chloro-phenyl)-piperidine-4-carboxylic acid methoxy-methyl-amide and methylmagnesium bromide with subsequent epimerisation with NaOMe in methanol. The title compound was obtained as off-white solid. MS (m/e): 327.1 [(M+H)+].